The task is: describe an organic reaction: reactants, conditions, products, and yield. This data is from the Open Reaction Database (ORD), a public repository of structured organic reaction records. Starting materials: C(C)(=O)NNC(=O)C1=CC2=C(SCCN2S(=O)(=O)C=2N=CN(C2)C)C=C1 (N′-acetyl-4-(1-methyl-1H-imidazol-4-ylsulfonyl)-3,4-dihydro-2H-benzo[b][1,4]thiazine-6-carbohydrazide), C1CCC2=NCCCN2CC1 (DBU), CC[N+](CC)(CC)S(=O)(=O)N=C([O-])OC (Burgess reagent). The solvent is C1CCOC1 (THF). Product: CC=1OC(=NN1)C1=CC2=C(SCCN2S(=O)(=O)C=2N=CN(C2)C)C=C1 (2-methyl-5-(4-(1-methyl-1H-imidazol-4-ylsulfonyl)-3,4-dihydro-2H-benzo[b][1,4]thiazin-6-yl)-1,3,4-oxadiazole). Yield: 66.7%. As a reaction SMILES: [C:1]([NH:4][NH:5][C:6]([C:8]1[CH:26]=[CH:25][C:11]2[S:12][CH2:13][CH2:14][N:15]([S:16]([C:19]3[N:20]=[CH:21][N:22]([CH3:24])[CH:23]=3)(=[O:18])=[O:17])[C:10]=2[CH:9]=1)=[O:7])(=O)[CH3:2].C1CCN2C(=NCCC2)CC1.CC[N+](S(N=C(OC)[O-])(=O)=O)(CC)CC>C1COCC1>[CH3:2][C:1]1[O:7][C:6]([C:8]2[CH:26]=[CH:25][C:11]3[S:12][CH2:13][CH2:14][N:15]([S:16]([C:19]4[N:20]=[CH:21][N:22]([CH3:24])[CH:23]=4)(=[O:17])=[O:18])[C:10]=3[CH:9]=2)=[N:5][N:4]=1. Reported procedure: To a solution of N′-acetyl-4-(1-methyl-1H-imidazol-4-ylsulfonyl)-3,4-dihydro-2H-benzo[b][1,4]thiazine-6-carbohydrazide (25 mg, 63 μmol) in THF (1 mL) was added DBU (14 mg, 95 μmol) and Burgess reagent (75 mg, 316 μmol). The reaction vial was capped subjected to microwave irradiation (150° C., 10 min). LCMS analysis of the reaction mixture indicated that the starting material had been consumed. The reaction was diluted with saturated aqueous NaHCO3 (1 mL) and EtOAc (2 mL). The organic layer was r... Reactants: C(C)(=O)NC12CC3CC(CC(C1)C3)C2 (1-acetylaminoadamantane), ON1C(C=2C(C1=O)=CC=CC2)=O (N-hydroxyphthalimide), C(C)(=O)O (acetic acid). Reagents/catalysts: [V+3] (vanadium (III)). The product is C(C)(=O)NC12CC3(CC(CC(C1)C3)C2)O (1-acetylamino-3-adamantanol), C(C)(=O)NC12CC3(CC(CC(C1)C3)(C2)O)O (1-acetylamino-3,5-adamantanediol), C(C)(=O)NC12CC3C(C(CC(C1)C3)C2)=O (1-acetylamino-4-adamantanone). As a reaction SMILES: [C:1]([NH:4][C:5]12[CH2:14][CH:9]3[CH2:10][CH:11]([CH2:13][CH:7]([CH2:8]3)[CH2:6]1)[CH2:12]2)(=[O:3])[CH3:2].[OH:15]N1C(=O)C2=CC=CC=C2C1=O.[C:27]([OH:30])(=[O:29])[CH3:28]>[V+3]>[C:1]([NH:4][C:5]12[CH2:14][CH:9]3[CH2:10][CH:11]([CH2:13][C:7]([OH:15])([CH2:8]3)[CH2:6]1)[CH2:12]2)(=[O:3])[CH3:2].[C:1]([NH:4][C:5]12[CH2:28][C:27]3([OH:30])[CH2:10][CH:11]([CH2:13][C:7]([OH:15])([CH2:8]3)[CH2:6]1)[CH2:12]2)(=[O:3])[CH3:2].[C:1]([NH:4][C:5]12[CH2:14][CH:9]3[CH2:10][CH:11]([CH2:13][CH:7]([C:8]3=[O:29])[CH2:6]1)[CH2:12]2)(=[O:3])[CH3:2]. Procedure details: Mixture of 10 mmole 1-acetylaminoadamantane (Aldrich chemical Company, Inc.), 1 mmole of N-hydroxyphthalimide (NHPI), 0.05 mmole of vanadium (III) acetylacetonato (V(AA)3) and 25 mL of acetic acid was stirred under an oxygen atmosphere and the conditions represented in Table 1 (temperature and time). The products in the reaction mixture were analyzed by gas chromatography, and, as a result, 1-acetylamino-3-adamantanol (compound 1), 1-acetylamino-3,5-adamantanediol (compound 2) and 1-acetylamino-...